From a dataset of the Open Reaction Database (ORD), a public repository of structured organic reaction records. describe an organic reaction: reactants, conditions, products, and yield Starting materials: ClC1=CC=C(C=C1)C1(CCC1)CN1CC(CCC1)CNC1=CC=CC=C1 ({1-[1-(4-Chloro-phenyl)-cyclobutylmethyl]-piperidin-3-ylmethyl}-phenyl-amine), C1(CCC1)C(=O)Cl (cyclobutanecarbonyl chloride), C(C)(C)N(CC)C(C)C (diisopropylethylamine). Solvent: C(Cl)Cl (CH2Cl2). Conditions: temperature 25 celsius, time 12 hour. Product: ClC1=CC=C(C=C1)C1(CCC1)CN1CC(CCC1)CN(C(=O)C1CCC1)C1=CC=CC=C1 (Cyclobutanecarboxylic Acid {1-[1-(4-Chloro-phenyl)-cyclobutylmethyl]-piperidin-3-ylmethyl}-phenyl-amide). Yield: 80.3%. RXN SMILES: [Cl:1][C:2]1[CH:7]=[CH:6][C:5]([C:8]2([CH2:12][N:13]3[CH2:18][CH2:17][CH2:16][CH:15]([CH2:19][NH:20][C:21]4[CH:26]=[CH:25][CH:24]=[CH:23][CH:22]=4)[CH2:14]3)[CH2:11][CH2:10][CH2:9]2)=[CH:4][CH:3]=1.[CH:27]1([C:31](Cl)=[O:32])[CH2:30][CH2:29][CH2:28]1.C(N(C(C)C)CC)(C)C>C(Cl)Cl>[Cl:1][C:2]1[CH:3]=[CH:4][C:5]([C:8]2([CH2:12][N:13]3[CH2:18][CH2:17][CH2:16][CH:15]([CH2:19][N:20]([C:21]4[CH:22]=[CH:23][CH:24]=[CH:25][CH:26]=4)[C:31]([CH:27]4[CH2:30][CH2:29][CH2:28]4)=[O:32])[CH2:14]3)[CH2:9][CH2:10][CH2:11]2)=[CH:6][CH:7]=1. Reported procedure: A solution of 203 (0.276 mmol, 102 mg) in CH2Cl2 (2 mL) at 0° C. was treated with cyclobutanecarbonyl chloride (1.5 equiv, 0.414 mmol, 50 μL) and diisopropylethylamine (1.5 equiv, 0.414 mmol, 72 μL) under Ar. After warming to 25° C and stirring for 12 h, the reaction mixture was purified directly by chromatography (PTLC, SiO2, 20 cm×20 cm, 1 mm, 8:1 hexane-acetone) which provided 204 (100 mg, 124 mg theoretical, 81%) as a yellow oil: Rf 0.27 (SiO2, 8:1 hexane-acetone); LRMS m/z 451 (M+, C28H35Cl... The reactants are C(C)(=O)O[C@@H]1[C@]2(C)[C@@H](CC1)[C@@H]1CC=C3C[C@H](CC[C@]3(COC(C)=O)[C@H]1CC2)OC2(CCCC2)OC (3β-(1'-methoxycyclopentyloxy)-5-androstene-17β,19-diol diacetate), 3β-(1'-cyclopentenyloxy)-5-androstene-17β,19-diol diacetate, C(C)(=O)O[C@@H]1[C@]2(C)[C@@H](CC1)[C@@H]1CC=C3C[C@H](CC[C@]3(COC(C)=O)[C@H]1CC2)O[Si](C)(C)C (3β-trimethylsiloxy-5-androstene-17β,19-diol diacetate), C(C)(=O)O[C@@H]1[C@]2(C)[C@@H](CC1)[C@@H]1CC=C3C[C@H](CC[C@]3(COC(C)=O)[C@H]1CC2)OCC (3β-ethoxy-5-androstene-17β,19-diol diacetate). Yields the product C(C)(=O)OC[C@]12CC[C@@H](CC1=CC[C@H]1[C@@H]3CC[C@@H]([C@@]3(C)CC[C@H]21)O)O[Si](C)(C)C (3β-trimethylsiloxy-5-androstene-17β,19-diol 19-acetate), C(C)(=O)O[C@@H]1[C@]2(C)[C@@H](CC1)[C@@H]1CC=C3C[C@H](CC[C@]3(CO)[C@H]1CC2)OC2(CCCC2)OC (3β-(1'-methoxycyclopentyloxy)-5-androstene-17β,19-diol 17-acetate), 3β-(1'-cyclopentenyloxy)-5-androstene-17β,19-diol 17-acetate. Reaction SMILES: C([O:4][C@H:5]1[CH2:10][CH2:9][C@H:8]2[C@H:11]3[C@H:25]([CH2:26][CH2:27][C@:6]12[CH3:7])[C@:19]1([CH2:20][O:21][C:22](=[O:24])[CH3:23])[C:14]([CH2:15][C@@H:16]([O:28][Si:29]([CH3:32])([CH3:31])[CH3:30])[CH2:17][CH2:18]1)=[CH:13][CH2:12]3)(=O)C.[C:33]([O:36][C@H:37]1[CH2:42][CH2:41][C@H:40]2[C@H:43]3[C@H:57]([CH2:58][CH2:59][C@:38]12[CH3:39])[C@:51]1([CH2:52][O:53]C(=O)C)[C:46]([CH2:47][C@@H:48]([O:60][C:61]2([O:66][CH3:67])[CH2:65][CH2:64][CH2:63][CH2:62]2)[CH2:49][CH2:50]1)=[CH:45][CH2:44]3)(=[O:35])[CH3:34].C(O[C@H]1CC[C@H]2[C@H]3[C@H](CC[C@]12C)[C@]1(COC(=O)C)C(C[C@@H](OCC)CC1)=CC3)(=O)C>>[C:22]([O:21][CH2:20][C@@:19]12[C@@H:25]3[C@H:11]([C@H:8]4[C@@:6]([CH2:27][CH2:26]3)([CH3:7])[C@@H:5]([OH:4])[CH2:10][CH2:9]4)[CH2:12][CH:13]=[C:14]1[CH2:15][C@@H:16]([O:28][Si:29]([CH3:31])([CH3:30])[CH3:32])[CH2:17][CH2:18]2)(=[O:24])[CH3:23].[C:33]([O:36][C@H:37]1[CH2:42][CH2:41][C@H:40]2[C@H:43]3[C@H:57]([CH2:58][CH2:59][C@:38]12[CH3:39])[C@:51]1([CH2:52][OH:53])[C:46]([CH2:47][C@@H:48]([O:60][C:61]2([O:66][CH3:67])[CH2:65][CH2:64][CH2:63][CH2:62]2)[CH2:49][CH2:50]1)=[CH:45][CH2:44]3)(=[O:35])[CH3:34]. Procedure details: Substituting 3β-trimethylsiloxy-5-androstene-17β,19-diol diacetate, 3β-(1'-methoxycyclopentyloxy)-5-androstene-17β,19-diol diacetate and 3β-(1'-cyclopentenyloxy)-5-androstene-17β,19-diol diacetate for the 3β-ethoxy-5-androstene-17β,19-diol diacetate above results in the preparation of 3β-trimethylsiloxy-5-androstene-17β,19-diol 19-acetate, 3β-(1'-methoxycyclopentyloxy)-5-androstene-17β,19-diol 17-acetate and 3β-(1'-cyclopentenyloxy)-5-androstene-17β,19-diol 17-acetate, respectively. Starting materials: ClC1=C(C(=O)O)C=CC(=C1CSCC)S(=O)(=O)C (2-chloro-3-ethylthiomethyl-4-methanesulfonylbenzoic acid), C([O-])([O-])=O.[K+].[K+] (potassium carbonate), C1(CCCCC1)N=C=NC1CCCCC1 (N,N'-dicyclohexylcarbodiimide), C(C)N1NC=CC1=O (1-ethyl-5-pyrazolone). Solvent: C(C)(C)(CC)O (t-amyl alcohol), C(C)(C)(CC)O (t-amyl alcohol). Conditions: time 4 hour. Product: ClC1=C(C(=O)C=2C=NN(C2O)CC)C=CC(=C1CSCC)S(=O)(=O)C (4-(2-chloro-3-ethylthiomethyl-4-methanesulfonylbenzoyl)-1-ethyl-5-hydroxypyrazole). Reaction SMILES: [Cl:1][C:2]1[C:10]([CH2:11][S:12][CH2:13][CH3:14])=[C:9]([S:15]([CH3:18])(=[O:17])=[O:16])[CH:8]=[CH:7][C:3]=1[C:4]([OH:6])=O.C(=O)([O-])[O-].[K+].[K+].C1(N=C=NC2CCCCC2)CCCCC1.[CH2:40]([N:42]1[C:46](=[O:47])[CH:45]=[CH:44][NH:43]1)[CH3:41]>C(O)(CC)(C)C>[Cl:1][C:2]1[C:10]([CH2:11][S:12][CH2:13][CH3:14])=[C:9]([S:15]([CH3:18])(=[O:17])=[O:16])[CH:8]=[CH:7][C:3]=1[C:4]([C:45]1[CH:44]=[N:43][N:42]([CH2:40][CH3:41])[C:46]=1[OH:47])=[O:6] |f:1.2.3|. Procedure details: 3 g of 2-chloro-3-ethylthiomethyl-4-methanesulfonylbenzoic acid, 0.72 g of potassium carbonate, 50 ml of t-amyl alcohol, 1.95 g of N,N'-dicyclohexylcarbodiimide and 4.5 g of a 25% t-amyl alcohol solution of 1-ethyl-5-pyrazolone were mixed and heated under stirring for 4 hours at a temperature of from 70° to 80° C. After cooling, the mixture was distilled under reduced pressure, and 200 ml of water was added to the residue. After filtering off the insolubles, the filtrate was washed with chlorofo... Procedure details: To a vigorously stirred solution of the (20S)-4,5-epoxy-21-hydroxy-20-methylpregnan-3-one acetate (2.0 g, 5.15 mmole) obtained in Example 7, in dimethyl sulfoxide (70 mL) and heated to 60° C., there was added sodium azide (5.4 g) and then concentrated sulfuric acid (0.37 mL). The mixture was quickly brought to a temperature of 100° C. and held at that temperature for 1 hour. The cooled mixture was then poured into cold water (450 mL). The solids were collected by filtration, washed with water, a... Run at time 1 hour. Isolated yield 50.0%. The product is C(C)(=O)O.NC1=C2C=C[C@H]3[C@@H]4CC[C@H]([C@@H](CO)C)[C@]4(CC[C@@H]3[C@]2(CCC1=O)C)C ((20S)-4-amino-21-hydroxy-20-methylpregna-4,6-dien-3-one acetate). RXN SMILES: [C:1]([OH:4])(=[O:3])[CH3:2].O1[C:7]23[C@:23]([CH3:28])([CH2:24][CH2:25][C:26](=[O:27])[CH:6]12)[C@@H:22]1[C@H:10]([C@H:11]2[C@:19]([CH3:29])([CH2:20][CH2:21]1)[C@@H:14]([C@H:15]([CH3:18])[CH2:16][OH:17])[CH2:13][CH2:12]2)[CH2:9][CH2:8]3.[N-:30]=[N+]=[N-].[Na+].S(=O)(=O)(O)O.O>CS(C)=O>[C:1]([OH:4])(=[O:3])[CH3:2].[NH2:30][C:6]1[C:26](=[O:27])[CH2:25][CH2:24][C@@:23]2([CH3:28])[C:7]=1[CH:8]=[CH:9][C@@H:10]1[C@@H:22]2[CH2:21][CH2:20][C@@:19]2([CH3:29])[C@H:11]1[CH2:12][CH2:13][C@@H:14]2[C@H:15]([CH3:18])[CH2:16][OH:17] |f:0.1,2.3,7.8|. Solvent: CS(=O)C (dimethyl sulfoxide). Reactants: O (water), C(C)(=O)O.O1C2C13CC[C@H]1[C@@H]4CC[C@H]([C@@H](CO)C)[C@]4(CC[C@@H]1[C@]3(CCC2=O)C)C ((20S)-4,5-epoxy-21-hydroxy-20-methylpregnan-3-one acetate), S(O)(O)(=O)=O (sulfuric acid), [N-]=[N+]=[N-].[Na+] (sodium azide). The reactants are Cl.C(C1=CC=CC=C1)(=N)N (benzamidine hydrochloride), C[O-].[Na+] (sodium methylate), O1CCCC1 (tetrahydrofuran), C[O-].[Na+] (sodium methylate), ω-bromo-2-acetonaphthone, O1CCCC1 (tetrahydrofuran). Run at temperature 20 celsius. Yields the product C1(=CC=CC=C1)C=1NC=C(N1)C1=CC2=CC=CC=C2C=C1 (2-phenyl-4-(2-naphthyl)imidazole). As a reaction SMILES: Cl.[C:2]([NH2:10])(=[NH:9])[C:3]1[CH:8]=[CH:7][CH:6]=[CH:5][CH:4]=1.C[O-].[Na+].O1[CH2:18][CH2:17][CH2:16][CH2:15]1>>[C:3]1([C:2]2[NH:9][CH:15]=[C:16]([C:17]3[CH:18]=[CH:5][C:4]4[C:16](=[CH:17][CH:18]=[CH:2][CH:3]=4)[CH:15]=3)[N:10]=2)[CH:8]=[CH:7][CH:6]=[CH:5][CH:4]=1 |f:0.1,2.3|. Procedure: A suspension consisting of 31.3 g (0.20 mol) of benzamidine hydrochloride, 10.8 g (0.20 mol) of sodium methylate, and 150 mL of tetrahydrofuran was heated under reflux for one hour. After cooling to 20° C., a solution consisting of 49.8 g (0.2 mol) of ω-bromo-2-acetonaphthone and 100 mL of tetrahydrofuran was added dropwise such that the internal temperature did not exceed 30° C. After completion of addition, 10.8 g (0.20 mol) of sodium methylate was added, and the mixture was heated under reflu... Reactants: FC(C(C)O)(F)F (1,1,1-trifluoropropan-2-ol), [H-].[Na+] (sodium hydride), BrC=1C=C2C=NN=C(C2=CC1)Cl (6-bromo-1-chlorophthalazine). The product is BrC=1C=C2C=NN=C(C2=CC1)OC(C(F)(F)F)C (6-Bromo-1-(1,1,1-trifluoropropan-2-yloxy)phthalazine). As a reaction SMILES: [F:1][C:2]([F:7])([F:6])[CH:3]([OH:5])[CH3:4].[H-].[Na+].[Br:10][C:11]1[CH:12]=[C:13]2[C:18](=[CH:19][CH:20]=1)[C:17](Cl)=[N:16][N:15]=[CH:14]2>>[Br:10][C:11]1[CH:12]=[C:13]2[C:18](=[CH:19][CH:20]=1)[C:17]([O:5][CH:3]([CH3:4])[C:2]([F:7])([F:6])[F:1])=[N:16][N:15]=[CH:14]2 |f:1.2|. Procedure details: This compound was prepared according to the procedure described in Example 2b, but starting with 1,1,1-trifluoropropan-2-ol, sodium hydride and 6-bromo-1-chlorophthalazine. MS (ESI, pos. ion) m/z: 321.9 (M+1). Starting materials: BrC1=C(C=C(C=C1)[N+](=O)[O-])N1N=C(NC1=O)CC (2-(2-Bromo-5-nitrophenyl)-2,4-dihydro-5-ethyl-3H-1,2,4-triazol-3-one), [H-].[Na+] (sodium hydride), BrCC1=C(C=C(C=C1)C=1C(=CC=CC1)S(=O)(=O)NC(C)(C)C)F (4'-(bromomethyl)-N-t-butyl-3'-fluoro -2-biphenylsulfonamide). Solvent: CN(C)C=O (DMF), CN(C)C=O (DMF). Conditions: temperature 50 celsius, time 3 hour. Yields the product BrC1=C(C=C(C=C1)[N+](=O)[O-])N1N=C(N(C1=O)CC1=C(C=C(C=C1)C1=C(C=CC=C1)S(NC(C)(C)C)(=O)=O)F)CC (2-(2-Bromo-5-nitrophenyl)-4-[[2'-(N-t-butylsulfamoyl)-3-fluorobiphenyl-4-yl]methyl]-2,4-dihydro-5-ethyl-3H-1,2,4-triazol-3-one). The yield is 88.0%. RXN SMILES: [Br:1][C:2]1[CH:7]=[CH:6][C:5]([N+:8]([O-:10])=[O:9])=[CH:4][C:3]=1[N:11]1[C:15](=[O:16])[NH:14][C:13]([CH2:17][CH3:18])=[N:12]1.[H-].[Na+].Br[CH2:22][C:23]1[CH:28]=[CH:27][C:26]([C:29]2[C:30]([S:35]([NH:38][C:39]([CH3:42])([CH3:41])[CH3:40])(=[O:37])=[O:36])=[CH:31][CH:32]=[CH:33][CH:34]=2)=[CH:25][C:24]=1[F:43]>CN(C=O)C>[Br:1][C:2]1[CH:7]=[CH:6][C:5]([N+:8]([O-:10])=[O:9])=[CH:4][C:3]=1[N:11]1[C:15](=[O:16])[N:14]([CH2:22][C:23]2[CH:28]=[CH:27][C:26]([C:29]3[CH:34]=[CH:33][CH:32]=[CH:31][C:30]=3[S:35](=[O:36])(=[O:37])[NH:38][C:39]([CH3:42])([CH3:40])[CH3:41])=[CH:25][C:24]=2[F:43])[C:13]([CH2:17][CH3:18])=[N:12]1 |f:1.2|. Reported procedure: A mixture of 2.00 g (6.39 mmol) of 2-(2-bromo-5-nitrophenyl)-2,4-dihydro -5-ethyl-3H-1,2,4-triazol-3-one (from Step B) and 184 mg (7.67 mmol) of sodium hydride in 7 mL of DMF was stirred at 50° C. for 3 hours. A solution of 4'-(bromomethyl)-N-t-butyl-3'-fluoro -2-biphenylsulfonamide (from Step F dissolved in 6 ml of DMF was then added and the resulting mixture was stirred at 50° C. for another 3 hours. The reaction mixture was quenched by addition of water followed by extractions with EtOAc, CH2... Reactants: [H-].[H-].[H-].[H-].[Li+].[Al+3] (LAH), C(CCCC)C1CCC(CC1)C1CCC(CC1)OCC(CC)=O (4-(4-pentylcyclohexyl)-(2-oxobutyloxy)cyclohexane), C(C)OC(C)=O (ethylacetate). Run in C1CCOC1 (THF), C1CCOC1 (THF). Run at time 5 hour. Product: C(CCCC)C1CCC(CC1)C1CCC(CC1)OCC(CC)O (4-(4-pentylcyclohexyl)-(2-hydroxybutyloxy)cyclohexane). Isolated yield 94.5%. RXN SMILES: [CH2:1]([CH:6]1[CH2:11][CH2:10][CH:9]([CH:12]2[CH2:17][CH2:16][CH:15]([O:18][CH2:19][C:20](=[O:23])[CH2:21][CH3:22])[CH2:14][CH2:13]2)[CH2:8][CH2:7]1)[CH2:2][CH2:3][CH2:4][CH3:5].[H-].[H-].[H-].[H-].[Li+].[Al+3].C(OC(=O)C)C>C1COCC1>[CH2:1]([CH:6]1[CH2:11][CH2:10][CH:9]([CH:12]2[CH2:13][CH2:14][CH:15]([O:18][CH2:19][CH:20]([OH:23])[CH2:21][CH3:22])[CH2:16][CH2:17]2)[CH2:8][CH2:7]1)[CH2:2][CH2:3][CH2:4][CH3:5] |f:1.2.3.4.5.6|. Procedure details: While keeping inside of a reaction system at a temperature of lower than 10° C., a solution of 5.24 g (16.3 mmol) of 4-(4-pentylcyclohexyl)-(2-oxobutyloxy)cyclohexane produced in Example 3 and dissolved in 35 ml of THF was added dropwise to a mixture of 0.46 g (12.2 mmol) of LAH and 2.5 ml of THF and further stirred for 5 hours at a room temperature. To this solution, under cooling, were added 5 ml of ethylacetate and then 10 ml of 2N aqueous solution of sodium hydroxide to terminate the reactio...